Dataset: the Open Reaction Database (ORD), a public repository of structured organic reaction records. Task: describe an organic reaction: reactants, conditions, products, and yield The reactants are OC1CCNCC1 (4-hydroxypiperidine), C(C)(C)(C)OC(=O)NC(C/C(=C/C(=O)O)/C)(C)C ((2E)-5-tert-Butoxycarbonylamino-3,5-dimethylhex-2-enoic acid), C(C)(C)(C)OC(=O)N(C)[C@@H](C(=O)O)CC1=CC=CC=C1 ((2R)-2-(N-tert-butoxycarbonyl-N-methylamino)-3-phenylpropionic acid), C(C)(C)(C)OC(=O)N(C)[C@@H](C(=O)O)CC1=CC2=CC=CC=C2C=C1 ((2R)-2-(N-tert-butoxycarbonyl-N-methylamino)-3-(2-naphthyl)propionic acid). The product is C(C1=CC=CC=C1)[C@H](C(=O)N1CCC(CC1)O)N(C(=O)[C@@H](CC1=CC2=CC=CC=C2C=C1)N(C(\C=C(\CC(C)(C)N)/C)=O)C)C ((2E)-5-Amino-3,5-dimethylhex-2-enoic acid N-((1R)-1-{N-[(1R)-1-benzyl-2-(4-hydroxypiperidin-1-yl)-2-oxoethyl]-N-methylcarbamoyl}-2-(2-naphthyl)ethyl)-N-methylamide). Reaction SMILES: [OH:1][CH:2]1[CH2:7][CH2:6][NH:5][CH2:4][CH2:3]1.C(OC([N:15]([C@H:17]([CH2:21][C:22]1[CH:27]=[CH:26][CH:25]=[CH:24][CH:23]=1)[C:18]([OH:20])=O)[CH3:16])=O)(C)(C)C.C(O[C:33]([N:35]([C@H:37]([CH2:41][C:42]1[CH:51]=[CH:50][C:49]2[C:44](=[CH:45][CH:46]=[CH:47][CH:48]=2)[CH:43]=1)[C:38]([OH:40])=O)[CH3:36])=[O:34])(C)(C)C.C(OC([NH:59][C:60]([CH3:69])([CH3:68])[CH2:61]/[C:62](/[CH3:67])=[CH:63]/C(O)=O)=O)(C)(C)C>>[CH2:21]([C@@H:17]([N:15]([CH3:16])[C:38]([C@H:37]([N:35]([CH3:36])[C:33](=[O:34])/[CH:63]=[C:62](\[CH3:67])/[CH2:61][C:60]([NH2:59])([CH3:69])[CH3:68])[CH2:41][C:42]1[CH:51]=[CH:50][C:49]2[C:44](=[CH:45][CH:46]=[CH:47][CH:48]=2)[CH:43]=1)=[O:40])[C:18]([N:5]1[CH2:6][CH2:7][CH:2]([OH:1])[CH2:3][CH2:4]1)=[O:20])[C:22]1[CH:23]=[CH:24][CH:25]=[CH:26][CH:27]=1. Procedure details: This compound was prepared as in example 1 but using 4-hydroxypiperidine, (2R)-2-(N-tert-butoxycarbonyl-N-methylamino)-3-phenylpropionic acid and (2R)-2-(N-tert-butoxycarbonyl-N-methylamino)-3-(2-naphthyl)propionic acid and (2E)-5-tert-Butoxycarbonylamino-3,5-dimethylhex-2-enoic acid as starting materials. Starting materials: NC1=CC=C(C=C1)C1=NC(=NC(=N1)N1CC2CCC(C1)O2)C2=CC=C(C=C2)NC(=O)NC (1-(4-(4-(4-aminophenyl)-6-(8-oxa-3-azabicyclo[3.2.1]octan-3-yl)-1,3,5-triazin-2-yl)phenyl)-3-methylurea), C(N)(=O)C=1C=C(C=CC1)NC(OC1=CC=CC=C1)=O (phenyl 3-carbamoylphenylcarbamate). Yields the product CNC(=O)NC1=CC=C(C=C1)C1=NC(=NC(=N1)N1CC2CCC(C1)O2)C2=CC=C(C=C2)NC(=O)NC=2C=C(C(=O)N)C=CC2 (3-[({4-[4-{4-[(methylcarbamoyl)amino]phenyl}-6-(8-oxa-3-azabicyclo[3.2.1]oct-3-yl)-1,3,5-triazin-2-yl]phenyl}carbamoyl)amino]benzamide). The yield is 13.0%. As a reaction SMILES: [NH2:1][C:2]1[CH:7]=[CH:6][C:5]([C:8]2[N:13]=[C:12]([N:14]3[CH2:20][CH:19]4[O:21][CH:16]([CH2:17][CH2:18]4)[CH2:15]3)[N:11]=[C:10]([C:22]3[CH:27]=[CH:26][C:25]([NH:28][C:29]([NH:31][CH3:32])=[O:30])=[CH:24][CH:23]=3)[N:9]=2)=[CH:4][CH:3]=1.[C:33]([C:36]1[CH:37]=[C:38]([NH:42][C:43](=O)[O:44]C2C=CC=CC=2)[CH:39]=[CH:40][CH:41]=1)(=[O:35])[NH2:34]>>[CH3:32][NH:31][C:29]([NH:28][C:25]1[CH:26]=[CH:27][C:22]([C:10]2[N:11]=[C:12]([N:14]3[CH2:20][CH:19]4[O:21][CH:16]([CH2:17][CH2:18]4)[CH2:15]3)[N:13]=[C:8]([C:5]3[CH:4]=[CH:3][C:2]([NH:1][C:43]([NH:42][C:38]4[CH:37]=[C:36]([CH:41]=[CH:40][CH:39]=4)[C:33]([NH2:34])=[O:35])=[O:44])=[CH:7][CH:6]=3)[N:9]=2)=[CH:23][CH:24]=1)=[O:30]. Procedure details: The title compound was prepared by following the procedure of example 462 step 7 using 1-(4-(4-(4-aminophenyl)-6-(8-oxa-3-azabicyclo[3.2.1]octan-3-yl)-1,3,5-triazin-2-yl)phenyl)-3-methylurea and phenyl 3-carbamoylphenylcarbamate. Yield 90 mg, 13% yield. The reactants are C1CCNCC1, CN1CCCC1=O, O=C(NCc1cccc(O)c1)c1ccc(C(=O)O)c(Cl)c1, C=CCOC(=O)NCC(NC(=O)OCC1c2ccccc2-c2ccccc21)C(=O)O. Yields the product C=CCOC(=O)NCC(NC(=O)c1ccc(C(=O)NCc2cccc(O)c2)cc1Cl)C(=O)O. RXN SMILES: [CH2:31]1[CH2:32][CH2:33][NH:34][CH2:35][CH2:36]1.[CH3:58][N:59]1[CH2:60][CH2:61][CH2:62][C:63]1=[O:64].[Cl:37][c:38]1[c:39]([C:40](=[O:41])[OH:42])[cH:43][cH:44][c:45]([C:47](=[O:48])[NH:49][CH2:50][c:51]2[cH:52][c:53]([OH:57])[cH:54][cH:55][cH:56]2)[cH:46]1.[cH:1]1[c:2]2[c:14]([cH:15][cH:16][cH:17]1)-[c:9]1[c:8]([cH:13][cH:12][cH:11][cH:10]1)[CH:3]2[CH2:4][O:5][C:6](=[O:7])[NH:18][CH:19]([CH2:20][NH:21][C:22](=[O:23])[O:24][CH2:25][CH:26]=[CH2:27])[C:28](=[O:29])[OH:30]>>[NH:18]([CH:19]([CH2:20][NH:21][C:22](=[O:23])[O:24][CH2:25][CH:26]=[CH2:27])[C:28](=[O:29])[OH:30])[C:40]([c:39]1[c:38]([Cl:37])[cH:46][c:45]([C:47](=[O:48])[NH:49][CH2:50][c:51]2[cH:52][c:53]([OH:57])[cH:54][cH:55][cH:56]2)[cH:44][cH:43]1)=[O:42]. Reactants: ClC1=CC=2N(C=C1)C(=CN2)C2=CC=C(C=C2)CCCC(=O)NC2=CC(=CC=C2)C(F)(F)F (4-[4-(7-Chloro-imidazo[1,2-a]pyridin-3-yl)-phenyl]-N-(3-trifluoromethyl-phenyl)-butyramide), N1=CC=C(C=C1)B(O)O (4-pyridine boronic acid), COC=1C=CC=C(C1C=2C=CC=CC2P(C3CCCCC3)C4CCCCC4)OC (S-Phos), [O-]P(=O)([O-])[O-].[K+].[K+].[K+] (K3PO4). Reagents/catalysts: C(C)(=O)[O-].C(C)(=O)[O-].[Pd+2] (palladium diacetate). Solvent: O (water), ClCCl (dichloromethane), O (water), O1CCOCC1 (dioxane). Reaction conditions: temperature 102.5 celsius. Product: N1=CC=C(C=C1)C1=CC=2N(C=C1)C(=CN2)C2=CC=C(C=C2)CCCC(=O)NC2=CC(=CC=C2)C(F)(F)F (4-[4-(7-Pyridin-4-yl-imidazo[1,2-a]pyridin-3-yl)-phenyl]-N-(3-trifluoromethyl-phenyl)-butyramide). Isolated yield 59.4%. Reaction SMILES: Cl[C:2]1[CH:7]=[CH:6][N:5]2[C:8]([C:11]3[CH:16]=[CH:15][C:14]([CH2:17][CH2:18][CH2:19][C:20]([NH:22][C:23]4[CH:28]=[CH:27][CH:26]=[C:25]([C:29]([F:32])([F:31])[F:30])[CH:24]=4)=[O:21])=[CH:13][CH:12]=3)=[CH:9][N:10]=[C:4]2[CH:3]=1.[N:33]1[CH:38]=[CH:37][C:36](B(O)O)=[CH:35][CH:34]=1.COC1C=CC=C(OC)C=1C1C=CC=CC=1P(C1CCCCC1)C1CCCCC1.[O-]P([O-])([O-])=O.[K+].[K+].[K+]>O.ClCCl.C([O-])(=O)C.C([O-])(=O)C.[Pd+2].O1CCOCC1>[N:33]1[CH:38]=[CH:37][C:36]([C:2]2[CH:7]=[CH:6][N:5]3[C:8]([C:11]4[CH:12]=[CH:13][C:14]([CH2:17][CH2:18][CH2:19][C:20]([NH:22][C:23]5[CH:28]=[CH:27][CH:26]=[C:25]([C:29]([F:30])([F:31])[F:32])[CH:24]=5)=[O:21])=[CH:15][CH:16]=4)=[CH:9][N:10]=[C:4]3[CH:3]=2)=[CH:35][CH:34]=1 |f:3.4.5.6,9.10.11|. Procedure: Combine 4-[4-(7-Chloro-imidazo[1,2-a]pyridin-3-yl)-phenyl]-N-(3-trifluoromethyl-phenyl)-butyramide (0.15 g, 0.32 mmol), 4-pyridine boronic acid (0.04 g, 0.35 mmol), S-Phos (0.02 g, 0.04 mmol) and K3PO4 (0.13 g, 0.63 mmol) with dioxane (3.5 mL) and water (1.5 mL) and stir at room temperature while the reaction contents are de-gassed with nitrogen for 5 minutes. Add palladium diacetate (0.01 g, 0.04 mmol). Heat to 100-105° C. for 20 hours. Cool and dilute with water (10 mL) and dichloromethane. Th... Starting materials: N(N)C1=CC=C(C=C1)CN1N=CN=C1 (1-(4-hydrazinophenyl)methyl-1,2,4-triazole), COC(CCCN1CCC1)OC (4-(1-azetidinyl)butanal dimethylacetal), C(=O)([O-])[O-].[K+].[K+] (K2CO3). Run in OS(=O)(=O)O (H2SO4). Product: N1C=CC2=CC=CC=C12 (indole). Reaction SMILES: N([C:3]1[CH:8]=[CH:7][C:6]([CH2:9]N2C=NC=N2)=[CH:5][CH:4]=1)N.COC(OC)CC[CH2:20][N:21]1CCC1.C([O-])([O-])=O.[K+].[K+]>OS(O)(=O)=O>[NH:21]1[C:5]2[C:6](=[CH:7][CH:8]=[CH:3][CH:4]=2)[CH:9]=[CH:20]1 |f:2.3.4|. Procedure: A solution of 1-(4-hydrazinophenyl)methyl-1,2,4-triazole (0.92 g, 4.1 mmol) and 4-(1-azetidinyl)butanal dimethylacetal (0.65 g, 3.8 mmol), in 4% H2SO4 (30 ml), was refluxed for 4.5 h. The solution was cooled to room temperature, basified with K2CO3 and extracted with EtOAc (4×100 ml). The combined extracts were dried (Na2SO4) and evaporated and the residue chromatographed on silica-gel eluting with CH2Cl2 /MeOH/NH3 (40:8:1) to give the title-indole. The hydrogen oxalate hemihydrate salt was prep... Reactants: Cc1ccc2c(N3CCN(C(=O)OC(C)(C)C)CC3)cccc2n1, Cc1ccc2c(N3CCN(CCc4cccc(N5CCNC5=O)c4)C(C)C3)cccc2n1, CS(=O)(=O)OCCc1cccc(N2CCOC2=O)c1, Cl, Cl. The product is Cc1ccc2c(N3CCN(CCc4cccc(N5CCOC5=O)c4)C(C)C3)cccc2n1. Reaction SMILES: [CH3:35][c:36]1[cH:37][cH:38][c:39]2[c:40]([cH:41][cH:42][cH:43][c:44]2[N:45]2[CH2:46][CH2:47][N:48]([C:49]([O:50][C:51]([CH3:52])([CH3:54])[CH3:55])=[O:53])[CH2:56][CH2:57]2)[n:58]1.[CH3:3][CH:4]1[N:5]([CH2:21][CH2:22][c:23]2[cH:24][c:25]([N:29]3[C:30](=[O:34])[NH:31][CH2:32][CH2:33]3)[cH:26][cH:27][cH:28]2)[CH2:6][CH2:7][N:8]([c:10]2[c:11]3[cH:12][cH:13][c:14]([CH3:20])[n:15][c:16]3[cH:17][cH:18][cH:19]2)[CH2:9]1.[CH3:59][S:60]([O:61][CH2:62][CH2:63][c:64]1[cH:65][cH:66][cH:67][c:68]([N:69]2[CH2:70][CH2:71][O:72][C:73]2=[O:74])[cH:75]1)(=[O:76])=[O:77].[ClH:1].[ClH:2]>>[CH3:3][CH:4]1[N:5]([CH2:21][CH2:22][c:23]2[cH:24][c:25]([N:29]3[C:30](=[O:34])[O:53][CH2:32][CH2:33]3)[cH:26][cH:27][cH:28]2)[CH2:6][CH2:7][N:8]([c:10]2[c:11]3[cH:12][cH:13][c:14]([CH3:20])[n:15][c:16]3[cH:17][cH:18][cH:19]2)[CH2:9]1. The reactants are ClC1=CC=2C=3N(CCOC2C=N1)C=C(N3)C3=NC=NN3C(C)C (10-chloro-2-(1-isopropyl-1H-1,2,4-triazol-5-yl)-5,6-dihydroimidazo[1,2-d]pyrido[4,3-f][1,4]oxazepine), N1C(CNCC1)=O (piperazin-2-one), CC(C)C1=CC(=C(C(=C1)C(C)C)C2=C(C=CC=C2)P(C3CCCCC3)C4CCCCC4)C(C)C (XPhos), CC(C)([O-])C.[Na+] (Sodium-tert-butoxide). Product: C(C)(C)N1N=CN=C1C=1N=C2N(CCOC3=C2C=C(N=C3)N3CC(NCC3)=O)C1 (4-(2-(1-isopropyl-1H-1,2,4-triazol-5-yl)-5,6-dihydroimidazo[1,2-d]pyrido[4,3-f][1,4]oxazepin-10-yl)piperazin-2-one). Reaction SMILES: Cl[C:2]1[N:12]=[CH:11][C:10]2[O:9][CH2:8][CH2:7][N:6]3[CH:13]=[C:14]([C:16]4[N:20]([CH:21]([CH3:23])[CH3:22])[N:19]=[CH:18][N:17]=4)[N:15]=[C:5]3[C:4]=2[CH:3]=1.[NH:24]1[CH2:29][CH2:28][NH:27][CH2:26][C:25]1=[O:30].CC(C1C=C(C(C)C)C(C2C=CC=CC=2P(C2CCCCC2)C2CCCCC2)=C(C(C)C)C=1)C.CC(C)([O-])C.[Na+]>>[CH:21]([N:20]1[C:16]([C:14]2[N:15]=[C:5]3[C:4]4[CH:3]=[C:2]([N:27]5[CH2:28][CH2:29][NH:24][C:25](=[O:30])[CH2:26]5)[N:12]=[CH:11][C:10]=4[O:9][CH2:8][CH2:7][N:6]3[CH:13]=2)=[N:17][CH:18]=[N:19]1)([CH3:23])[CH3:22] |f:3.4|. Procedure details: A solution of 10-chloro-2-(1-isopropyl-1H-1,2,4-triazol-5-yl)-5,6-dihydroimidazo[1,2-d]pyrido[4,3-f][1,4]oxazepine (80.0 mg, 0.242 mmol), piperazin-2-one (48.4 mg, 0.484 mmol), XPhos (23.0 mg, 0.0484 mmol), and Sodium-tert-butoxide (46.5 mg, 0.484 mmol) in was heated in microwave at 125 C for 30 min. The reaction was filtered thru celite then rinsed with EtOAc. The filtrate was washed water, brine. The organic layer was dried Na2SO4, concentrated to give 307, analyzed by rHPLC. MS: (ESI+)=395.2....